This data is from the Open Reaction Database (ORD), a public repository of structured organic reaction records. The task is: describe an organic reaction: reactants, conditions, products, and yield The reactants are C=CCOP(=O)(OCC=C)OCc1cocc1C(=O)Cl, CC(SC1COC(C=CC=Cc2ccc(C#N)cc2F)OC1)C(O)(Cn1cncn1)c1ccc(F)cc1F, [H-], [Na+]. The product is C=CCOP(=O)(OCC=C)OCc1cocc1C(=O)OC(Cn1cncn1)(c1ccc(F)cc1F)C(C)SC1COC(C=CC=Cc2ccc(C#N)cc2F)OC1. As a reaction SMILES: [CH2:41]([CH:42]=[CH2:43])[O:44][P:45](=[O:46])([O:47][CH2:48][CH:49]=[CH2:50])[O:51][CH2:52][c:53]1[c:54]([C:58](=[O:59])[Cl:60])[cH:55][o:56][cH:57]1.[F:1][c:2]1[c:3]([C:9]([CH:10]([CH3:11])[S:12][CH:13]2[CH2:14][O:15][CH:16]([CH:19]=[CH:20][CH:21]=[CH:22][c:23]3[c:24]([F:31])[cH:25][c:26]([C:27]#[N:28])[cH:29][cH:30]3)[O:17][CH2:18]2)([CH2:32][n:33]2[n:34][cH:35][n:36][cH:37]2)[OH:38])[cH:4][cH:5][c:6]([F:8])[cH:7]1.[H-:39].[Na+:40]>>[F:1][c:2]1[c:3]([C:9]([CH:10]([CH3:11])[S:12][CH:13]2[CH2:14][O:15][CH:16]([CH:19]=[CH:20][CH:21]=[CH:22][c:23]3[c:24]([F:31])[cH:25][c:26]([C:27]#[N:28])[cH:29][cH:30]3)[O:17][CH2:18]2)([CH2:32][n:33]2[n:34][cH:35][n:36][cH:37]2)[O:38][C:58]([c:54]2[c:53]([CH2:52][O:51][P:45]([O:44][CH2:41][CH:42]=[CH2:43])(=[O:46])[O:47][CH2:48][CH:49]=[CH2:50])[cH:57][o:56][cH:55]2)=[O:59])[cH:4][cH:5][c:6]([F:8])[cH:7]1. Starting materials: C(C1=CC=CC=C1)OC1=CC(=C(CC2C(N(CC2)[C@@H]2CC[C@@H](CC2)O[Si](C)(C)C(C)(C)C)=O)C(=C1)Cl)Cl (3-(4-benzyloxy-2,6-dichloro-benzyl)-1-[cis-4-(tert-butyl-dimethyl-silanyloxy)-cyclohexyl]-pyrrolidin-2-one). The reagents and catalysts are [OH-].[OH-].[Pd+2] (Pd(OH)2). Solvent: C1CCOC1 (THF). Conditions: time 3 hour. The product is C(C)(C)(C)[Si](O[C@H]1CC[C@H](CC1)N1C(C(CC1)CC1=C(C=C(C=C1Cl)O)Cl)=O)(C)C (1-[cis-4-(tert-Butyl-dimethyl-silanyloxy)-cyclohexyl]-3-(2,6-dichloro-4-hydroxy-benzyl)-pyrrolidin-2-one). Reaction SMILES: C([O:8][C:9]1[CH:35]=[C:34]([Cl:36])[C:12]([CH2:13][CH:14]2[CH2:18][CH2:17][N:16]([C@H:19]3[CH2:24][CH2:23][C@@H:22]([O:25][Si:26]([C:29]([CH3:32])([CH3:31])[CH3:30])([CH3:28])[CH3:27])[CH2:21][CH2:20]3)[C:15]2=[O:33])=[C:11]([Cl:37])[CH:10]=1)C1C=CC=CC=1>[OH-].[OH-].[Pd+2].C1COCC1>[C:29]([Si:26]([CH3:28])([CH3:27])[O:25][C@@H:22]1[CH2:23][CH2:24][C@H:19]([N:16]2[CH2:17][CH2:18][CH:14]([CH2:13][C:12]3[C:11]([Cl:37])=[CH:10][C:9]([OH:8])=[CH:35][C:34]=3[Cl:36])[C:15]2=[O:33])[CH2:20][CH2:21]1)([CH3:31])([CH3:30])[CH3:32] |f:1.2.3|. Reported procedure: Combine 2 g (3.6 mmol) of 3-(4-benzyloxy-2,6-dichloro-benzyl)-1-[cis-4-(tert-butyl-dimethyl-silanyloxy)-cyclohexyl]-pyrrolidin-2-one (Preparation 71) with 150 mg Pd(OH)2 and 25 mL THF. Hydrogenate with a balloon of H2 for 3 hours. Filter the reaction through Celite®, concentrate under vacuum and purify by chromatography using CHCl3/MeOH 98/2 to recover 1.54 g (88%) of the title compound as an oil. Starting materials: ClC1=C(C(=O)O)C(=CC(=C1)C(N(C)C)=O)Cl (2,6-dichloro-4-(dimethylcarbamoyl)benzoic acid), O=S(Cl)Cl (SOCl2). Yields the product ClC1=C(C(=O)Cl)C(=CC(=C1)C(N(C)C)=O)Cl (2,6-dichloro-4-(dimethylcarbamoyl)benzoyl chloride). Isolated yield 100.0%. Reaction SMILES: [Cl:1][C:2]1[CH:10]=[C:9]([C:11](=[O:15])[N:12]([CH3:14])[CH3:13])[CH:8]=[C:7]([Cl:16])[C:3]=1[C:4](O)=[O:5].O=S(Cl)[Cl:19]>>[Cl:1][C:2]1[CH:10]=[C:9]([C:11](=[O:15])[N:12]([CH3:14])[CH3:13])[CH:8]=[C:7]([Cl:16])[C:3]=1[C:4]([Cl:19])=[O:5]. Procedure details: A solution of 2,6-dichloro-4-(dimethylcarbamoyl)benzoic acid (65 mg, 0.21 mmol) in SOCl2 (3 mL) was heated to reflux for overnight and then cooled to room temperature. The mixture was concentrated under reduced pressure to give crude 2,6-dichloro-4-(dimethylcarbamoyl)benzoyl chloride (70 mg, yield: 100%), which was used in the next step without further purification. Reactants: C(C)(C)(C)OC(=O)N1CCC(CC1)CCN1C(C=2C(C1=O)=CC=CC2)=O (N-[2-[1-tert-butoxycarbonylpiperidin-4-yl]ethyl]phthalimide), O.NN (hydrazine hydrate). Solvent: C(C)O (ethanol). Product: C(C)(C)(C)OC(=O)N1CCC(CC1)CCN (2-[1-tert-butoxycarbonylpiperidin-4-yl]ethylamine). Isolated yield 62.8%. RXN SMILES: [C:1]([O:5][C:6]([N:8]1[CH2:13][CH2:12][CH:11]([CH2:14][CH2:15][N:16]2C(=O)C3=CC=CC=C3C2=O)[CH2:10][CH2:9]1)=[O:7])([CH3:4])([CH3:3])[CH3:2].O.NN>C(O)C>[C:1]([O:5][C:6]([N:8]1[CH2:13][CH2:12][CH:11]([CH2:14][CH2:15][NH2:16])[CH2:10][CH2:9]1)=[O:7])([CH3:4])([CH3:3])[CH3:2] |f:1.2|. Procedure details: A mixture of N-[2-[1-tert-butoxycarbonylpiperidin-4-yl]ethyl]phthalimide (1.0 g) and hydrazine hydrate (0.16 ml) in ethanol (10 ml) was refluxed for 1 hour. After cooling to room temperature, the mixture was evaporated. The residue was chromatographed on alumina eluting with chloroform and the fractions containing the object product were collected and evaporated to give 2-[1-tert-butoxycarbonylpiperidin-4-yl]ethylamine (0.4 g) as an oil. Reactants: C1(=CC=CC=C1)C1CNC2=CC=CC=C12 (3-phenylindoline), CC(=CC(=O)Cl)C (3,3-dimethylacryloyl chloride). Product: CC(=CC(=O)N1CC(C2=CC=CC=C12)C1=CC=CC=C1)C (N-(3,3-dimethylacryloyl)-3-phenylindoline). Yield: 57.8%. Reaction SMILES: [C:1]1([CH:7]2[C:15]3[C:10](=[CH:11][CH:12]=[CH:13][CH:14]=3)[NH:9][CH2:8]2)[CH:6]=[CH:5][CH:4]=[CH:3][CH:2]=1.[CH3:16][C:17]([CH3:22])=[CH:18][C:19](Cl)=[O:20]>>[CH3:16][C:17]([CH3:22])=[CH:18][C:19]([N:9]1[C:10]2[C:15](=[CH:14][CH:13]=[CH:12][CH:11]=2)[CH:7]([C:1]2[CH:2]=[CH:3][CH:4]=[CH:5][CH:6]=2)[CH2:8]1)=[O:20]. Procedure: The procedure of Example 16 was repeated using 1.95 g of 3-phenylindoline and 1.5 g of 3,3-dimethylacryloyl chloride. In this way 1.6 g of the desired N-(3,3-dimethylacryloyl)-3-phenylindoline having a melting point of 97°-8° C. was obtained. The reactants are C(C(=O)C)(=O)OCC (Ethyl pyruvate), BrC1=C(C=CC2=CC=CC=C12)OC (1-bromo-2-methoxynaphthalene), [Cl-].[Al+3].[Cl-].[Cl-] (aluminium chloride). The solvent is ClCCl (dichloromethane), ClCCl (dichloromethane). Conditions: temperature 5 celsius. The product is OC(C(=O)OCC)(C)C1=CC2=CC=C(C(=C2C=C1)Br)OC (Ethyl 2-hydroxy-2-(5-bromo-6-methoxynaphth-2-yl)propionate). The yield is 11.0%. Reaction SMILES: [C:1]([O:6][CH2:7][CH3:8])(=[O:5])[C:2]([CH3:4])=[O:3].[Br:9][C:10]1[C:19]2[C:14](=[CH:15][CH:16]=[CH:17][CH:18]=2)[CH:13]=[CH:12][C:11]=1[O:20][CH3:21].[Cl-].[Al+3].[Cl-].[Cl-]>ClCCl>[OH:3][C:2]([C:16]1[CH:17]=[CH:18][C:19]2[C:14](=[CH:13][CH:12]=[C:11]([O:20][CH3:21])[C:10]=2[Br:9])[CH:15]=1)([CH3:4])[C:1]([O:6][CH2:7][CH3:8])=[O:5] |f:2.3.4.5|. Procedure: Ethyl pyruvate (1,64 g, 14,1 mmol) in dichloromethane (5 mL), was added to a mixture of 1-bromo-2-methoxynaphthalene (2,23 g, 9,41 mmol) and aluminium chloride (1,88 g, 14,1 mmol) in dichloromethane (20 mL) at 5° C. over 30 minutes. The mixture was stirred at 5° C. for a further 1,5 hours and poured on to ice. Ethyl 2-hydroxy-2-(5-bromo-6-methoxynaphth-2-yl)propionate was formed in 11% yield. 1HNMR δ (CDCl3) 1.24 (3H,t), 1.85 (3H,s), 4.00 (3H,s), 4.26 (2H,q), 7.2-8.2 (5H2 m). Starting materials: BrC1=CC(=C(C(=C1)C)C=1C(CCC1OC)=O)C (2-(4-bromo-2,6-dimethylphenyl)-3-methoxy-cyclopent-2-enone), [F-].[Cs+] (cesium fluoride), C1(=CC=CC=C1)B(O)O (phenylboronic acid). The reagents and catalysts are C1=CC=C(C=C1)P([C-]2C=CC=C2)C3=CC=CC=C3.C1=CC=C(C=C1)P([C-]2C=CC=C2)C3=CC=CC=C3.Cl[Pd]Cl.[Fe+2] ([1,1′-bis(diphenylphosphino)ferrocene]dichloro-palladium(II)). Conditions: temperature 80 celsius, time 45 minute. The product is CC=1C=C(C=C(C1C=1C(CCC1OC)=O)C)C1=CC=CC=C1 (2-(3,5-dimethylbiphenyl-4-yl)-3-methoxy cyclopent-2-enone). Yield: 70.4%. Reaction SMILES: Br[C:2]1[CH:7]=[C:6]([CH3:8])[C:5]([C:9]2[C:10](=[O:16])[CH2:11][CH2:12][C:13]=2[O:14][CH3:15])=[C:4]([CH3:17])[CH:3]=1.[F-].[Cs+].[C:20]1(B(O)O)[CH:25]=[CH:24][CH:23]=[CH:22][CH:21]=1>C1C=CC(P(C2C=CC=CC=2)[C-]2C=CC=C2)=CC=1.C1C=CC(P(C2C=CC=CC=2)[C-]2C=CC=C2)=CC=1.Cl[Pd]Cl.[Fe+2]>[CH3:17][C:4]1[CH:3]=[C:2]([C:20]2[CH:25]=[CH:24][CH:23]=[CH:22][CH:21]=2)[CH:7]=[C:6]([CH3:8])[C:5]=1[C:9]1[C:10](=[O:16])[CH2:11][CH2:12][C:13]=1[O:14][CH3:15] |f:1.2,4.5.6.7|. Procedure: To a mixture of 2-(4-bromo-2,6-dimethylphenyl)-3-methoxy-cyclopent-2-enone (1 g, 3.4 mmol), cesium fluoride (1.5 g, 9.87 mmol), phenylboronic acid (0.5 g, 4.1 mmol) and [1,1′-bis(diphenylphosphino)ferrocene]dichloro-palladium(II) (0.44 g, 0.54 mmol) is added degassed dimethoxyethane (10 ml) and the resulting suspension is stirred under nitrogen for 45 minutes then heated at 80° C. for 4 hrs. After cooling to room temperature the reaction mixture is acidified with 1N aqueous hydrochloric acid. Th... As a reaction SMILES: [CH2:1]1[C:9]2[C:4](=[CH:5][CH:6]=[CH:7][CH:8]=2)[CH2:3][C:2]21[C:13](=[O:14])[NH:12][C:11](=[O:15])[NH:10]2.[N+:16]([O-])([OH:18])=[O:17]>>[N+:16]([C:6]1[CH:5]=[C:4]2[C:9](=[CH:8][CH:7]=1)[CH2:1][C:2]1([C:13](=[O:14])[NH:12][C:11](=[O:15])[NH:10]1)[CH2:3]2)([O-:18])=[O:17]. Yields the product [N+](=O)([O-])C=1C=C2CC3(CC2=CC1)NC(NC3=O)=O ((±)-5′-Nitro-spiro[imidazolidine-4,2′-indane]-2,5-dione). Starting materials: C1C2(CC3=CC=CC=C13)NC(NC2=O)=O ((±)-spiro[imidazolidine-4,2′-indane]-2,5-dione), C1C2(CC3=CC=CC=C13)NC(NC2=O)=O ((±)-spiro[imidazolidine-4,2′-indane]-2,5-dione), [N+](=O)(O)[O-] (nitric acid). Procedure details: A solution of (±)-spiro[imidazolidine-4,2′-indane]-2,5-dione (3.0 g, 14.8 mmol, described in Intermediate 40) in conc. nitric acid (33 mL) was stirred at ambient temperature for 1 h. The reaction was then poured onto crushed ice and the resultant solid was isolated by filtration. The crude material was recrystallized from ethanol to give the title compound as a yellow solid. MS: m/z=248 (M+1). Procedure details: 20 g (0.12 mol) of 2,3-dichloromaleic anhydride are added to a solution of 18.1 g (0.1 mol) of 3-aminophthalic acid in 90 ml of dioxane. The reaction mixture is stirred to 20°-30° C., whereupon a clear solution is produced over the course of approx. 30 minutes. The dioxane is then distilled off in vacuo (20 mm Hg) and the oil which remains is warmed to 130° C. After 3 hours, the crystalline mass is cooled to 50° C. and mixed with 100 ml of ethyl acetate. The reaction product is filtered off at 1... Solvent: O1CCOCC1 (dioxane). Reaction conditions: temperature 130 celsius, time 3 hour. RXN SMILES: [Cl:1][C:2]1[C:3]([O:5][C:6](=O)[C:7]=1[Cl:8])=[O:4].[NH2:10][C:11]1[CH:19]=[CH:18][CH:17]=[C:13]([C:14]([OH:16])=O)[C:12]=1[C:20]([OH:22])=[O:21]>O1CCOCC1>[Cl:1][C:2]1[C:3]([N:10]([C:11]2[CH:19]=[CH:18][CH:17]=[C:13]3[C:14]([O:22][C:20](=[O:21])[C:12]=23)=[O:16])[C:6](=[O:5])[C:7]=1[Cl:8])=[O:4]. Product: ClC=1C(=O)N(C(C1Cl)=O)C1=C2C(C(=O)OC2=O)=CC=C1 (3-(2',3'-dichloromaleinimidyl)-phthalic anhydride). Yield: 58.0%. Reactants: Cl/C=1/C(=O)OC(\C1\Cl)=O (2,3-dichloromaleic anhydride), NC1=C(C(C(=O)O)=CC=C1)C(=O)O (3-aminophthalic acid). Starting materials: mixture, C[O-].[Na+] (sodium methylate), C(C1=CC=CC=C1)OC1=CC=C(C=C1)O (p-benzoxyphenol), C(C)O (ethanol), S(C)(=O)(=O)OCCCC1CC1 (cyclopropylpropyl mesylate), C(C)O (ethanol). Solvent: CO (methyl alcohol), CO (MeOH), C(Cl)(Cl)Cl (chloroform). Product: C1(CC1)C1=CC(=C(C=C1)OCC1=CC=CC=C1)OCCC (4-cyclopropyl-propoxy-1-benzoxy-benzene). Isolated yield 78.5%. RXN SMILES: [CH3:1][O-].[Na+].[CH2:4]([O:11][C:12]1[CH:17]=[CH:16][C:15](O)=[CH:14][CH:13]=1)[C:5]1[CH:10]=[CH:9][CH:8]=[CH:7][CH:6]=1.S([O:23][CH2:24][CH2:25][CH2:26]C1CC1)(=O)(=O)C.[CH2:30](O)[CH3:31]>CO.C(Cl)(Cl)Cl>[CH:31]1([C:15]2[CH:16]=[CH:17][C:12]([O:11][CH2:4][C:5]3[CH:10]=[CH:9][CH:8]=[CH:7][CH:6]=3)=[C:13]([O:23][CH2:24][CH2:25][CH3:26])[CH:14]=2)[CH2:30][CH2:1]1 |f:0.1|. Procedure details: 12.43 ml of a 5.6 N mixture of sodium methylate and methyl alcohol (1 equivalent) are added to 13.9 g of p-benzoxyphenol in 60 ml of ethanol. Thereafter, 12.4 g of cyclopropylpropyl mesylate in 40 ml of ethanol are introduced, all at once, and the mixture is heated to the reflux temperature of this solvent for 3 hours. The ethanol is driven off by distillation, the residue is taken up in chloroform and the solution is washed with water, with N sodium hydroxide solution and then with water. From ...